describe an organic reaction: reactants, conditions, products, and yield From a dataset of the Open Reaction Database (ORD), a public repository of structured organic reaction records. The reactants are NC1=C(C(=NN1C1=C(C=C(C=C1Cl)C(F)(F)F)Cl)C#N)SC(F)(F)F (5-Amino-3-cyano-1-(2,6-dichloro-4-trifluoromethylphenyl)-4-trifluoromethylthiopyrazole), C(OCC)(OCC)OCC (triethyl orthoformate). Run in CC1=CC=CC=C1 (p-toluene). Yields the product C(#N)C1=NN(C(=C1SC(F)(F)F)N=COCC)C1=C(C=C(C=C1Cl)C(F)(F)F)Cl (3-cyano-1-(2,6-dichloro-4-trifluoromethylphenyl)-5-ethoxymethyleneamino-4-trifluoromethylthiopyrazole). RXN SMILES: [NH2:1][C:2]1[N:6]([C:7]2[C:12]([Cl:13])=[CH:11][C:10]([C:14]([F:17])([F:16])[F:15])=[CH:9][C:8]=2[Cl:18])[N:5]=[C:4]([C:19]#[N:20])[C:3]=1[S:21][C:22]([F:25])([F:24])[F:23].[CH:26](OCC)(OCC)[O:27][CH2:28][CH3:29]>CC1C=CC=CC=1>[C:19]([C:4]1[C:3]([S:21][C:22]([F:25])([F:24])[F:23])=[C:2]([N:1]=[CH:26][O:27][CH2:28][CH3:29])[N:6]([C:7]2[C:12]([Cl:13])=[CH:11][C:10]([C:14]([F:15])([F:16])[F:17])=[CH:9][C:8]=2[Cl:18])[N:5]=1)#[N:20]. Procedure: 5-Amino-3-cyano-1-(2,6-dichloro-4-trifluoromethylphenyl)-4-trifluoromethylthiopyrazole (4.0 g) was added to triethyl orthoformate (19.0 ml) and p-toluene/-sulphonic acid (0.019 g) added. The mixture was heated under reflux for 21 hours, cooled, and the triethyl orthoformate evaporated in vacuo to give a brown oil as residue. This was purified by chromatography eluting with a mixture of dichloromethane and hexane (1:1). Evaporation of the eluates in vacuo gave 3-cyano-1-(2,6-dichloro-4-trifluorom... Reactants: Cl (HCl), BrC=1C=C2C=3CCCC(C3NC2=CC1)N[C@@H](C)C1=CC=CC=C1 (6-bromo-N-[(1S)-1-phenylethyl]-2,3,4,9-tetrahydro-1H-carbazol-1-amine), C(C)NCC (diethyl amine). Run in CO (methanol). Product: Cl.BrC=1C=C2C=3CCC[C@@H](C3NC2=CC1)N[C@@H](C)C1=CC=CC=C1 ((1S)-6-Bromo-N-[(1S)-1-phenylethyl]-2,3,4,9-tetrahydro-1H-carbazol-1-amine hydrochloride salt). RXN SMILES: [Br:1][C:2]1[CH:3]=[C:4]2[C:12](=[CH:13][CH:14]=1)[NH:11][C:10]1[CH:9]([NH:15][C@H:16]([C:18]3[CH:23]=[CH:22][CH:21]=[CH:20][CH:19]=3)[CH3:17])[CH2:8][CH2:7][CH2:6][C:5]2=1.C(NCC)C.[ClH:29]>CO>[ClH:29].[Br:1][C:2]1[CH:3]=[C:4]2[C:12](=[CH:13][CH:14]=1)[NH:11][C:10]1[C@@H:9]([NH:15][C@H:16]([C:18]3[CH:23]=[CH:22][CH:21]=[CH:20][CH:19]=3)[CH3:17])[CH2:8][CH2:7][CH2:6][C:5]2=1 |f:4.5|. Reported procedure: (1S)-6-Bromo-N-[(1S)-1-phenylethyl]-2,3,4,9-tetrahydro-1H-carbazol-1-amine hydrochloride salt was prepared by separation of diastereomeric 6-bromo-N-[(1S)-1-phenylethyl]-2,3,4,9-tetrahydro-1H-carbazol-1-amine by SFC (Berger Amino, Chiral Technologies, 10% methanol, (2% diethyl amine/10% chloroform) 1500 psi, 50° C., 2 mL/min, retention time: 17.5 min.) The oil obtained was converted to the HCl salt to give a white solid. 1H-NMR (DMSO-d6): δ 11.6 (s, 1H), 9.85 (s, 1H), 9.30 (s, 1H), 7.80 (d, J=6.... The reactants are C(C1=CC=CC=C1)(C1=CC=CC=C1)(C1=CC=CC=C1)NC=1SC=C(N1)C(C(=O)NC1C2CSC=C(N2C1=O)C(=O)[O-])=NOC.[Na+] (sodium 7-[2-(2-tritylamino-4-thiazolyl)-2-methoxyiminoacetamido]-8 -oxo-4-thia-1-azabicyclo [4,2,0] oct-2-ene-2-carboxylate), C(=O)O (formic acid). RXN SMILES: C([NH:20][C:21]1[S:22][CH:23]=[C:24]([C:26](=[N:42][O:43][CH3:44])[C:27]([NH:29][CH:30]2[C:37](=[O:38])[N:36]3[CH:31]2[CH2:32][S:33][CH:34]=[C:35]3[C:39]([O-:41])=[O:40])=[O:28])[N:25]=1)(C1C=CC=CC=1)(C1C=CC=CC=1)C1C=CC=CC=1.[Na+].C(O)=O>O>[NH2:20][C:21]1[S:22][CH:23]=[C:24]([C:26](=[N:42][O:43][CH3:44])[C:27]([NH:29][CH:30]2[C:37](=[O:38])[N:36]3[CH:31]2[CH2:32][S:33][CH:34]=[C:35]3[C:39]([OH:41])=[O:40])=[O:28])[N:25]=1 |f:0.1|. The solvent is O (water). Yields the product NC=1SC=C(N1)C(C(=O)NC1C2CSC=C(N2C1=O)C(=O)O)=NOC (7-[2-(2-amino-4-thiazolyl)-2-methoxyimino-acetamido]-8-oxo-4-thia-1-azabicyclo [4,2,0] oct-2-ene-2-carboxylic acid). Reported procedure: The 297 mg of the product of Step A were suspended in 1.5 ml of aqueous 66% formic acid solution and the mixture was stirred at 50° C. for 15 minutes and was then cooled to room temperature. 0.66 ml of water were added to the mixture which was then filtered and the filter was rinsed with water. A little ethanol was added to the filtrate which was then evaporated to dryness under reduced pressure. The oil residue was taken up in water and ethanol and the mixture was again evaporated to dryness. T... Reaction conditions: temperature 50 celsius, time 15 minute. Starting materials: C1(=CC=CC=C1)CCC1=NC=2C=CC=C3C(CCN1C23)=NO (4,5-dihydro-2-(2-phenylethyl)-6H-imidazo[4,5,1-ij]quinolin-6-one oxime). The reagents and catalysts are [C].[Pd] (palladium-carbon). Run in CO (methanol), C(C)(=O)O (acetic acid). Product: C1(=CC=CC=C1)CCC1=NC=2C=CC=C3C(CCN1C23)N (5,6-dihydro-2-(2-phenylethyl)-4H-imidazo[4,5,1-ij]quinolin-6-amine). Yield: 85.7%. Reaction SMILES: [C:1]1([CH2:7][CH2:8][C:9]2[N:19]3[C:20]4[C:15]([C:16](=[N:21]O)[CH2:17][CH2:18]3)=[CH:14][CH:13]=[CH:12][C:11]=4[N:10]=2)[CH:6]=[CH:5][CH:4]=[CH:3][CH:2]=1>CO.C(O)(=O)C.[C].[Pd]>[C:1]1([CH2:7][CH2:8][C:9]2[N:19]3[C:20]4[C:15]([CH:16]([NH2:21])[CH2:17][CH2:18]3)=[CH:14][CH:13]=[CH:12][C:11]=4[N:10]=2)[CH:6]=[CH:5][CH:4]=[CH:3][CH:2]=1 |f:3.4|. Procedure details: A portion (4.9 g) of 4,5-dihydro-2-(2-phenylethyl)-6H-imidazo[4,5,1-ij]quinolin-6-one oxime obtained in Step 1 was suspended in methanol (50 mL) and acetic acid (25 mL), followed by stirring at room temperature for 18 hrs under a hydrogen atmosphere in the presence of 10% palladium-carbon (0.5 g). The insoluble matter was separated by filtration with Celite® pad and the filtrate was concentrated; thereafter, the residue was dissolved in water and the pH of the solution was adjusted to about 8 wi... Reactants: [C-]#N, Cc1ncn(S(=O)(=O)N(C)C)c1C(O)c1ccc2c(c1)OCCO2, CCO, [Na+], [C-]#[N+]CS(=O)(=O)c1ccc(C)cc1. Yields the product Cc1ncn(S(=O)(=O)N(C)C)c1Cc1ccc2c(c1)OCCO2. RXN SMILES: [C-:38]#[N:39].[CH3:1][N:2]([S:3](=[O:4])(=[O:5])[n:6]1[cH:7][n:8][c:9]([CH3:23])[c:10]1[CH:11]([OH:12])[c:13]1[cH:14][c:15]2[c:16]([cH:21][cH:22]1)[O:17][CH2:18][CH2:19][O:20]2)[CH3:24].[CH3:41][CH2:42][OH:43].[Na+:40].[S:25]([CH2:26][N+:27]#[C-:28])([c:29]1[cH:30][cH:31][c:32]([CH3:33])[cH:34][cH:35]1)(=[O:36])=[O:37]>>[CH3:1][N:2]([S:3](=[O:4])(=[O:5])[n:6]1[cH:7][n:8][c:9]([CH3:23])[c:10]1[CH2:11][c:13]1[cH:14][c:15]2[c:16]([cH:21][cH:22]1)[O:17][CH2:18][CH2:19][O:20]2)[CH3:24]. Starting materials: [Al+3], N#Cc1nc(F)cnc1OCc1ccccc1, Cc1ccccc1, [Cl-], [Cl-], [Cl-], O. Product: N#Cc1nc(F)c[nH]c1=O. RXN SMILES: [Al+3:19].[CH2:1]([c:2]1[cH:3][cH:4][cH:5][cH:6][cH:7]1)[O:8][c:9]1[c:10]([C:16]#[N:17])[n:11][c:12]([F:15])[cH:13][n:14]1.[CH3:23][c:24]1[cH:25][cH:26][cH:27][cH:28][cH:29]1.[Cl-:18].[Cl-:20].[Cl-:21].[OH2:22]>>[O:8]=[c:9]1[c:10]([C:16]#[N:17])[n:11][c:12]([F:15])[cH:13][nH:14]1. Reactants: C1COCCO1, CN(C)c1ccc(B(O)O)cc1, CCOC(C)=O, O=C(c1cccc(I)c1)c1cn(C2CCCC2)c2ncnc(Cl)c12, [K+], [K+], O=C([O-])[O-], O, Cl[Pd]Cl, c1ccc(P(c2ccccc2)c2ccccc2)cc1, c1ccc(P(c2ccccc2)c2ccccc2)cc1. Yields the product CN(C)c1ccc(-c2cccc(C(=O)c3cn(C4CCCC4)c4ncnc(Cl)c34)c2)cc1. Reaction SMILES: [CH2:43]1[O:44][CH2:45][CH2:46][O:47][CH2:48]1.[CH3:25][N:26]([c:27]1[cH:28][cH:29][c:30]([B:33]([OH:34])[OH:35])[cH:31][cH:32]1)[CH3:36].[CH3:50][CH2:51][O:52][C:53]([CH3:54])=[O:55].[Cl:1][c:2]1[c:3]2[c:4]([n:5][cH:6][n:7]1)[n:8]([CH:20]1[CH2:21][CH2:22][CH2:23][CH2:24]1)[cH:9][c:10]2[C:11](=[O:12])[c:13]1[cH:14][c:15]([I:19])[cH:16][cH:17][cH:18]1.[K+:37].[K+:38].[O-:39][C:40]([O-:41])=[O:42].[OH2:49].[Pd:56]([Cl:57])[Cl:58].[c:59]1([P:60]([c:61]2[cH:62][cH:63][cH:64][cH:65][cH:66]2)[c:67]2[cH:68][cH:69][cH:70][cH:71][cH:72]2)[cH:73][cH:74][cH:75][cH:76][cH:77]1.[c:78]1([P:79]([c:80]2[cH:81][cH:82][cH:83][cH:84][cH:85]2)[c:86]2[cH:87][cH:88][cH:89][cH:90][cH:91]2)[cH:92][cH:93][cH:94][cH:95][cH:96]1>>[Cl:1][c:2]1[c:3]2[c:4]([n:5][cH:6][n:7]1)[n:8]([CH:20]1[CH2:21][CH2:22][CH2:23][CH2:24]1)[cH:9][c:10]2[C:11](=[O:12])[c:13]1[cH:14][c:15](-[c:30]2[cH:29][cH:28][c:27]([N:26]([CH3:25])[CH3:36])[cH:32][cH:31]2)[cH:16][cH:17][cH:18]1. The product is O=Cc1ncn2cc(Br)sc12. Reaction SMILES: [Br:1][c:2]1[cH:3][n:4]2[c:5]([s:6]1)[c:7]([CH2:10][OH:11])[n:8][cH:9]2.[Cl:12][CH2:13][Cl:14]>>[Br:1][c:2]1[cH:3][n:4]2[c:5]([s:6]1)[c:7]([CH:10]=[O:11])[n:8][cH:9]2. Reactants: OCc1ncn2cc(Br)sc12, ClCCl. Reactants: BrC1=C(CN2C=C(C(C3=NC=CC=C23)=O)C(=O)OCC)C=CC=C1 (ethyl 1-(2-bromobenzyl)-4-oxo-1,4-dihydro-1,5-naphthyridine-3-carboxylate), FC(C1=CC=C(C=C1)B(O)O)(F)F (4-(trifluoromethyl)phenylboronic acid), C1(CCCCC1)P(C1=C(C=CC=C1)C1=C(C=CC=C1OC)OC)C1CCCCC1 (2-dicyclohexylphosphino-2′,6′-dimethoxybiphenyl), P(=O)([O-])([O-])[O-].[K+].[K+].[K+] (potassium phosphate). Reagents/catalysts: C(C)(=O)[O-].[Pd+2].C(C)(=O)[O-] (palladium(II) acetate). Run in [Cl-].[Na+].O (brine), O (water), O (water), C1(=CC=CC=C1)C (toluene). Conditions: temperature 100 celsius, time 15 hour. Yields the product O=C1C(=CN(C2=CC=CN=C12)CC1=C(C=CC=C1)C1=CC=C(C=C1)C(F)(F)F)C(=O)OCC (ethyl 4-oxo-1-((4′-(trifluoromethyl)biphenyl-2-yl)methyl)-1,4-dihydro-1,5-naphthyridine-3-carboxylate). Isolated yield 7.6%. As a reaction SMILES: Br[C:2]1[CH:24]=[CH:23][CH:22]=[CH:21][C:3]=1[CH2:4][N:5]1[C:14]2[C:9](=[N:10][CH:11]=[CH:12][CH:13]=2)[C:8](=[O:15])[C:7]([C:16]([O:18][CH2:19][CH3:20])=[O:17])=[CH:6]1.[F:25][C:26]([F:37])([F:36])[C:27]1[CH:32]=[CH:31][C:30](B(O)O)=[CH:29][CH:28]=1.C1(P(C2CCCCC2)C2C=CC=CC=2C2C(OC)=CC=CC=2OC)CCCCC1.P([O-])([O-])([O-])=O.[K+].[K+].[K+]>[Cl-].[Na+].O.C([O-])(=O)C.[Pd+2].C([O-])(=O)C.O.C1(C)C=CC=CC=1>[O:15]=[C:8]1[C:9]2[C:14](=[CH:13][CH:12]=[CH:11][N:10]=2)[N:5]([CH2:4][C:3]2[CH:21]=[CH:22][CH:23]=[CH:24][C:2]=2[C:30]2[CH:31]=[CH:32][C:27]([C:26]([F:37])([F:36])[F:25])=[CH:28][CH:29]=2)[CH:6]=[C:7]1[C:16]([O:18][CH2:19][CH3:20])=[O:17] |f:3.4.5.6,7.8.9,10.11.12|. Reported procedure: To a mixture of ethyl 1-(2-bromobenzyl)-4-oxo-1,4-dihydro-1,5-naphthyridine-3-carboxylate (136 mg, 0.35 mmol), 4-(trifluoromethyl)phenylboronic acid (133 mg, 0.7 mmol), palladium(II) acetate (15.7 mg, 0.07 mmol), 2-dicyclohexylphosphino-2′,6′-dimethoxybiphenyl (57.5 mg, 0.140 mmol), and tribasic potassium phosphate (371 mg, 1.75 mmol) in a 20 mL vial were added previously degassed toluene (4.5 mL) and water (1.0 mL) at room temperature under a nitrogen atmosphere. The resulting suspension was he... Starting materials: C#CC(C)(C)C, CC(=O)[O-], CC(=O)[O-], CCCCN, CCCNCC=CCl, Cl, [Cu]I, C1CCOC1, [Pd+2], c1ccc(P(c2ccccc2)c2ccccc2)cc1. The product is CCCNCC=CC#CC(C)(C)C, Cl. RXN SMILES: [C:34]([CH3:35])([CH3:36])([CH3:37])[C:38]#[CH:39].[C:42]([O-:43])(=[O:44])[CH3:45].[C:47]([O-:48])(=[O:49])[CH3:50].[CH2:29]([NH2:30])[CH2:31][CH2:32][CH3:33].[Cl:2][CH:3]=[CH:4][CH2:5][NH:6][CH2:7][CH2:8][CH3:9].[ClH:1].[Cu:40][I:41].[O:51]1[CH2:52][CH2:53][CH2:54][CH2:55]1.[Pd+2:46].[c:10]1([P:11]([c:12]2[cH:13][cH:14][cH:15][cH:16][cH:17]2)[c:18]2[cH:19][cH:20][cH:21][cH:22][cH:23]2)[cH:24][cH:25][cH:26][cH:27][cH:28]1>>[CH:3](=[CH:4][CH2:5][NH:6][CH2:7][CH2:8][CH3:9])[C:39]#[C:38][C:34]([CH3:35])([CH3:36])[CH3:37].[ClH:2].